describe an organic reaction: reactants, conditions, products, and yield From a dataset of the Open Reaction Database (ORD), a public repository of structured organic reaction records. Reactants: Cl.Cl.[C@H]1(CCCN2CCCC[C@H]12)CN1CCC(CC1)NC(=O)C=1NC2=CC=CC(=C2C1)OCC1=COC2=C1C=CC=C2 (4-(Benzofuran-3-ylmethoxy)-1H-indole-2-carboxylic acid {1-[(1S,9aR)-1-(octahydro-quinolizin-1-yl)methyl]-piperidin-4-yl}-amide dihydrochloride), Cl.Cl.Cl.NC1CCN(CC1)CCN1C[C@@H]([C@H](CC1)O)C ((3S,4S)-1-[2-(4-Amino-piperidin-1-yl)-ethyl]-3-methyl-piperidin-4-ol trihydrochloride). The product is O[C@@H]1[C@H](CN(CC1)CCN1CCC(CC1)NC(=O)C=1NC2=CC=CC(=C2C1)OCC1=COC2=C1C=CC=C2)C (4-(Benzofuran-3-ylmethoxy)-1H-indole-2-carboxylic acid {1-[2-((3S,4S)-4-hydroxy-3-methyl-piperidin-1-yl)-ethyl]-piperidin-4-yl}-amide). Reaction SMILES: Cl.Cl.[C@H:3]1([CH2:13][N:14]2[CH2:19][CH2:18][CH:17]([NH:20][C:21]([C:23]3[NH:24][C:25]4[C:30]([CH:31]=3)=[C:29]([O:32][CH2:33][C:34]3[C:38]5[CH:39]=[CH:40][CH:41]=[CH:42][C:37]=5[O:36][CH:35]=3)[CH:28]=[CH:27][CH:26]=4)=[O:22])[CH2:16][CH2:15]2)[C@@H]2N(CCCC2)CCC1.Cl.Cl.Cl.NC1CCN(CC[N:55]2[CH2:60][CH2:59][C@H:58]([OH:61])[C@@H:57]([CH3:62])[CH2:56]2)CC1>>[OH:61][C@H:58]1[CH2:59][CH2:60][N:55]([CH2:3][CH2:13][N:14]2[CH2:15][CH2:16][CH:17]([NH:20][C:21]([C:23]3[NH:24][C:25]4[C:30]([CH:31]=3)=[C:29]([O:32][CH2:33][C:34]3[C:38]5[CH:39]=[CH:40][CH:41]=[CH:42][C:37]=5[O:36][CH:35]=3)[CH:28]=[CH:27][CH:26]=4)=[O:22])[CH2:18][CH2:19]2)[CH2:56][C@@H:57]1[CH3:62] |f:0.1.2,3.4.5.6|. Reported procedure: This compound is synthesized analogously to example 1 from 4-(benzofuran-3-ylmethoxy)-1H-indole-2-carboxylic acid (105, see example 50) and amine 14. Reactants: CN1N=C(N=N1)C1=NC=C(C=C1)C1=C(C=C(C=C1)N1C(O[C@H](C1)COS(=O)(=O)C)=O)F ((R)-3-(4-(2-(2-methyltetrazol-5-yl)pyridin-5-yl)-3-fluorophenyl)-5-methansulfonyloxymethyl oxazolidin-2-on), C[O-].[Na+] (sodium methoxide). Solvent: CO (methanol). Run at time 1 day. The product is CN1N=C(N=N1)C1=NC=C(C=C1)C1=C(C=C(C=C1)N1C(O[C@H](C1)COC)=O)F ((R)-3-(4-(2-(2-methyltetrazol-5-yl)pyridin-5-yl)-3-fluorophenyl)-5-methoxymethyl oxazolidin-2-on). Yield: 58.3%. As a reaction SMILES: [CH3:1][N:2]1[N:6]=[N:5][C:4]([C:7]2[CH:12]=[CH:11][C:10]([C:13]3[CH:18]=[CH:17][C:16]([N:19]4[CH2:23][C@H:22]([CH2:24][O:25]S(C)(=O)=O)[O:21][C:20]4=[O:30])=[CH:15][C:14]=3[F:31])=[CH:9][N:8]=2)=[N:3]1.[CH3:32][O-].[Na+]>CO>[CH3:1][N:2]1[N:6]=[N:5][C:4]([C:7]2[CH:12]=[CH:11][C:10]([C:13]3[CH:18]=[CH:17][C:16]([N:19]4[CH2:23][C@H:22]([CH2:24][O:25][CH3:32])[O:21][C:20]4=[O:30])=[CH:15][C:14]=3[F:31])=[CH:9][N:8]=2)=[N:3]1 |f:1.2|. Reported procedure: In 10 ml of methanol was dissolved 400 mg of (R)-3-(4-(2-(2-methyltetrazol-5-yl)pyridin-5-yl)-3-fluorophenyl)-5-methansulfonyloxymethyl oxazolidin-2-on prepared in the secondary step of the Example 24. The solution was added with 90 mg of sodium methoxide at room temperature and then stirred for one day at room temperature. The solution was extracted with ethyl acetate and the organic layer, thus separated, was washed with water and brine. The organic layer was dehydrated, filtered, concentrated...